This data is from the Open Reaction Database (ORD), a public repository of structured organic reaction records. The task is: describe an organic reaction: reactants, conditions, products, and yield Reported procedure: To a solution of 8.06 gm (50 mMol) indole-5-carboxylic acid in 150 mL dimethylformamide were added 8.11 gm (50 mMol) carbonyldiimidazole and the reaction mixture stirred at ambient temperature for 3 hours. The reaction mixture was then added dropwise to 150 mL concentrated ammonium hydroxide and the reaction mixture was stirred for 18 hours at ambient temperature. The reaction mixture was concentrated under reduced pressure to give a viscous oil which was subjected to silica gel chromatograpy, e... Reactants: N1C=CC2=CC(=CC=C12)C(=O)O (indole-5-carboxylic acid), C(=O)(N1C=NC=C1)N1C=NC=C1 (carbonyldiimidazole), [OH-].[NH4+] (ammonium hydroxide). Reaction SMILES: [NH:1]1[C:9]2[C:4](=[CH:5][C:6]([C:10]([OH:12])=O)=[CH:7][CH:8]=2)[CH:3]=[CH:2]1.C(N1C=CN=C1)([N:15]1C=CN=C1)=O.[OH-].[NH4+]>CN(C)C=O>[CH:7]1[C:6]([C:10]([NH2:15])=[O:12])=[CH:5][C:4]2[CH:3]=[CH:2][NH:1][C:9]=2[CH:8]=1 |f:2.3|. Reaction conditions: time 3 hour. Run in CN(C=O)C (dimethylformamide). Product: C1=CC2=C(C=CN2)C=C1C(=O)N (5-carboxamidoindole). Reactants: C(C)OC(=O)C=1NC=CC1 (ethyl-pyrrole-2-carboxylate), FC1=CC=C(CBr)C=C1 (4-fluorobenzyl bromide), FC1=CC=C(CN2C(=CC=C2)C(=O)O)C=C1 (1-(4-fluorobenzyl)-pyrrole-2-carboxylic acid), NC=1SC=CN1 (2-aminothiazole). Yields the product FC1=CC=C(CN2C(=CC=C2)C(=O)O)C=C1 (1-(4-Fluorobenzyl)-pyrrole-2-carboxylic acid), S1C(=NC=C1)NC(=O)C=1N(C=CC1)CC1=CC=C(C=C1)F (1-(4-Fluorobenzyl)-pyrrole-2-carboxylic acid thiazol-2-ylamide). As a reaction SMILES: C(OC(C1NC=CC=1)=O)C.FC1C=CC(CBr)=CC=1.[F:20][C:21]1[CH:35]=[CH:34][C:24]([CH2:25][N:26]2[CH:30]=[CH:29][CH:28]=[C:27]2[C:31]([OH:33])=[O:32])=[CH:23][CH:22]=1.[NH2:36][C:37]1[S:38][CH:39]=[CH:40][N:41]=1>>[F:20][C:21]1[CH:22]=[CH:23][C:24]([CH2:25][N:26]2[CH:30]=[CH:29][CH:28]=[C:27]2[C:31]([OH:33])=[O:32])=[CH:34][CH:35]=1.[S:38]1[CH:39]=[CH:40][N:41]=[C:37]1[NH:36][C:31]([C:27]1[N:26]([CH2:25][C:24]2[CH:23]=[CH:22][C:21]([F:20])=[CH:35][CH:34]=2)[CH:30]=[CH:29][CH:28]=1)=[O:33]. Procedure: 1-(4-Fluorobenzyl)-pyrrole-2-carboxylic acid (1.18 g) was prepared from ethyl-pyrrole-2-carboxylate (1.39 g, 10.0 mmol) and 4-fluorobenzyl bromide (1.38 mL, 11.0 mmol) following the general procedures A and B. 1-(4-Fluorobenzyl)-pyrrole-2-carboxylic acid thiazol-2-ylamide (45 mg) was prepared from 1-(4-fluorobenzyl)-pyrrole-2-carboxylic acid (55 mg, 0.25 mmol) and 2-aminothiazole (25 mg, 0.25 mmol) following the general procedure F. Reactants: BrC1=COC2=NC=C(C=C21)C(=O)OC (methyl 3-bromofuro[2,3-b]pyridine-5-carboxylate), ClC1=C(C=CC=C1)B(O)O ((2-chlorophenyl)boronic acid). The product is ClC1=C(C=CC=C1)C1=COC2=NC=C(C=C21)C(=O)OC (methyl 3-(2-chlorophenyl)furo[2,3-b]pyridine-5-carboxylate). The yield is 77.0%. RXN SMILES: Br[C:2]1[C:10]2[C:5](=[N:6][CH:7]=[C:8]([C:11]([O:13][CH3:14])=[O:12])[CH:9]=2)[O:4][CH:3]=1.[Cl:15][C:16]1[CH:21]=[CH:20][CH:19]=[CH:18][C:17]=1B(O)O>>[Cl:15][C:16]1[CH:21]=[CH:20][CH:19]=[CH:18][C:17]=1[C:2]1[C:10]2[C:5](=[N:6][CH:7]=[C:8]([C:11]([O:13][CH3:14])=[O:12])[CH:9]=2)[O:4][CH:3]=1. Procedure: In the same manner as in Reference Example 19 and using methyl 3-bromofuro[2,3-b]pyridine-5-carboxylate instead of methyl 3-iodoimidazo[1,2-a]pyridine-6-carboxylate and (2-chlorophenyl)boronic acid instead of (4-methoxyphenyl)boronic acid, the title compound (yield 77%) was obtained as colorless crystals. Reagents/catalysts: C=1C=CC(=CC1)[P](C=2C=CC=CC2)(C=3C=CC=CC3)[Pd]([P](C=4C=CC=CC4)(C=5C=CC=CC5)C=6C=CC=CC6)([P](C=7C=CC=CC7)(C=8C=CC=CC8)C=9C=CC=CC9)[P](C=1C=CC=CC1)(C=1C=CC=CC1)C=1C=CC=CC1 (Pd(PPh3)4). Reported procedure: To a stirred solution of 2,2-Difluoro-1-{(4S,5R)-4-fluoromethyl-2,2-dimethyl-5-[4-(4,4,5,5-tetramethyl-[1,3,2]dioxaborolan-2-yl)-phenyl]-oxazolidin-3-yl}-ethanone (2.0 g, 4.843 mmol) in toluene (40 mL), ethanol (10 mL), water (10 mL) and (5-Bromo-pyridin-2-yl)-methanol (0.91 g, 4.843 mmol) is added Na2CO3 (1.54 g, 14.528 mmol) at room temperature. Resulting reaction mixture is degassed with nitrogen for 30 minutes then Pd(PPh3)4 (0.559 g, 0.484 mmol) is added. The reaction mixture is heated to 9... Reaction SMILES: [F:1][CH:2]([F:29])[C:3]([N:5]1[C@H:9]([CH2:10][F:11])[C@@H:8]([C:12]2[CH:17]=[CH:16][C:15](B3OC(C)(C)C(C)(C)O3)=[CH:14][CH:13]=2)[O:7][C:6]1([CH3:28])[CH3:27])=[O:4].Br[C:31]1[CH:32]=[CH:33][C:34]([CH2:37]O)=[N:35][CH:36]=1.C([O-])([O-])=[O:40].[Na+].[Na+]>C1(C)C=CC=CC=1.C(O)C.O.C1C=CC([P]([Pd]([P](C2C=CC=CC=2)(C2C=CC=CC=2)C2C=CC=CC=2)([P](C2C=CC=CC=2)(C2C=CC=CC=2)C2C=CC=CC=2)[P](C2C=CC=CC=2)(C2C=CC=CC=2)C2C=CC=CC=2)(C2C=CC=CC=2)C2C=CC=CC=2)=CC=1>[F:29][CH:2]([F:1])[C:3]([N:5]1[C@H:9]([CH2:10][F:11])[C@@H:8]([C:12]2[CH:17]=[CH:16][C:15]([C:33]3[C:34]([CH3:37])=[N:35][C:36]([OH:40])=[CH:31][CH:32]=3)=[CH:14][CH:13]=2)[O:7][C:6]1([CH3:27])[CH3:28])=[O:4] |f:2.3.4,^1:59,61,80,99|. Isolated yield 35.1%. Run in C1(=CC=CC=C1)C (toluene), C(C)O (ethanol), O (water). Product: FC(C(=O)N1C(O[C@@H]([C@H]1CF)C1=CC=C(C=C1)C=1C(=NC(=CC1)O)C)(C)C)F (2,2-Difluoro-1-{(4S,5R)-4-fluoromethyl-5-[4-(6-hydroxy-methyl-pyridin-3-yl)-phenyl]-2,2-dimethyl-oxazolidin-3-yl}-ethanone). Run at temperature 90 celsius. Reactants: FC(C(=O)N1C(O[C@@H]([C@H]1CF)C1=CC=C(C=C1)B1OC(C(O1)(C)C)(C)C)(C)C)F (2,2-Difluoro-1-{(4S,5R)-4-fluoromethyl-2,2-dimethyl-5-[4-(4,4,5,5-tetramethyl-[1,3,2]dioxaborolan-2-yl)-phenyl]-oxazolidin-3-yl}-ethanone), BrC=1C=CC(=NC1)CO ((5-Bromo-pyridin-2-yl)-methanol), C(=O)([O-])[O-].[Na+].[Na+] (Na2CO3).